Dataset: the Open Reaction Database (ORD), a public repository of structured organic reaction records. Task: describe an organic reaction: reactants, conditions, products, and yield Starting materials: CC1(C)C2CCC1(CS(=O)(=O)O)C(=O)C2, CC(=O)O[BH-](OC(C)=O)OC(C)=O, CCN(CC)C(=O)C1CN2CCC1C(=O)C2C(c1ccccc1)c1ccccc1, COc1ccc(OC)c(CN)c1, Cc1ccccc1, CC(=O)O, [Na+], O. Yields the product CCN(CC)C(=O)C1CN2CCC1C(NCc1cc(OC)ccc1OC)C2C(c1ccccc1)c1ccccc1. Reaction SMILES: [C:42]12([CH2:43][S:44]([OH:45])(=[O:46])=[O:47])[C:48]([CH3:49])([CH3:50])[CH:51]([CH2:52][CH2:53]1)[CH2:54][C:55]2=[O:56].[C:57]([O:58][BH-:59]([O:60][C:61](=[O:62])[CH3:63])[O:64][C:65](=[O:66])[CH3:67])(=[O:68])[CH3:69].[CH2:1]([CH3:2])[N:3]([C:4](=[O:5])[CH:6]1[CH2:7][N:8]2[CH:9]([CH:15]([c:16]3[cH:17][cH:18][cH:19][cH:20][cH:21]3)[c:22]3[cH:23][cH:24][cH:25][cH:26][cH:27]3)[C:10](=[O:14])[CH:11]1[CH2:12][CH2:13]2)[CH2:28][CH3:29].[CH3:30][O:31][c:32]1[c:33]([CH2:34][NH2:35])[cH:36][c:37]([O:40][CH3:41])[cH:38][cH:39]1.[CH3:71][c:72]1[cH:73][cH:74][cH:75][cH:76][cH:77]1.[CH3:78][C:79](=[O:80])[OH:81].[Na+:70].[OH2:82]>>[CH2:1]([CH3:2])[N:3]([C:4](=[O:5])[CH:6]1[CH2:7][N:8]2[CH:9]([CH:15]([c:16]3[cH:17][cH:18][cH:19][cH:20][cH:21]3)[c:22]3[cH:23][cH:24][cH:25][cH:26][cH:27]3)[CH:10]([NH:35][CH2:34][c:33]3[c:32]([O:31][CH3:30])[cH:39][cH:38][c:37]([O:40][CH3:41])[cH:36]3)[CH:11]1[CH2:12][CH2:13]2)[CH2:28][CH3:29]. Starting materials: N[C@@H](C)C(=O)N[C@@H](C)C(=O)O (alanyl-alanine), [N-]=C=S (isothiocyanate), dipeptide, CCN(C(C)C)C(C)C (Hünig base), C[C@H]1[C@H]([C@H]([C@@H]([C@H](O1)OC2=CC=C(C=C2)N)O)OC)O (p-aminophenyl 3-O-methyl-β-L-fucoside). Run in O1CCOCC1.O (dioxane water). Conditions: time 16 hour. Yields the product CO[C@H]1[C@@H]([C@H](O[C@H]([C@H]1O)C)OC1=CC=C(C=C1)NC(=S)N[C@@H](C)C(=O)N[C@@H](C)C(=O)O)O (N-[O-(3-O-Methyl-β-L-fucopyranosyl)-4-hydroxy-phenylamino-thiocarbonyl]-alanyl-alanine). Reaction SMILES: [NH2:1][C@H:2]([C:4]([NH:6][C@H:7]([C:9]([OH:11])=[O:10])[CH3:8])=[O:5])[CH3:3].CCN(C(C)C)C(C)C.[CH3:21][C@@H:22]1[O:27][C@H:26]([O:28][C:29]2[CH:34]=[CH:33][C:32]([NH2:35])=[CH:31][CH:30]=2)[C@@H:25]([OH:36])[C@H:24]([O:37][CH3:38])[C@@H:23]1[OH:39].[N-]=[C:41]=[S:42]>O1CCOCC1.O>[CH3:38][O:37][C@@H:24]1[C@H:23]([OH:39])[C@H:22]([CH3:21])[O:27][C@H:26]([O:28][C:29]2[CH:30]=[CH:31][C:32]([NH:35][C:41]([NH:1][C@H:2]([C:4]([NH:6][C@H:7]([C:9]([OH:11])=[O:10])[CH3:8])=[O:5])[CH3:3])=[S:42])=[CH:33][CH:34]=2)[C@H:25]1[OH:36] |f:4.5|. Reported procedure: 160 mg (1 mmol) of alanyl-alanine are taken up in 20 ml of dioxane/water 1:1, and 1 ml of Hünig base is added. 1.2 mmol of p-aminophenyl 3-O-methyl-β-L-fucoside (Example 1.2) are first converted into the isothiocyanate in accordance with instructions 10.1.a and the product is then added to the solution of the dipeptide. The mixture is stirred at room temperature for 16 hours and the residue is purified by flash chromatography (acetonitrile/water 15:1). After concentration of the corresponding fr...